From a dataset of the Open Reaction Database (ORD), a public repository of structured organic reaction records. describe an organic reaction: reactants, conditions, products, and yield Reactants: [Al+3], COC(=O)CCc1cc(OC)c2ccccc2c1OC, [H-], [H-], [H-], [H-], [Li+], C1CCOC1. The product is COc1cc(CCCO)c(OC)c2ccccc12. RXN SMILES: [Al+3:22].[CH3:1][O:2][c:3]1[c:4]([CH2:15][CH2:16][C:17](=[O:18])[O:19][CH3:20])[cH:5][c:6]([O:13][CH3:14])[c:7]2[cH:8][cH:9][cH:10][cH:11][c:12]12.[H-:21].[H-:24].[H-:25].[H-:26].[Li+:23].[O:27]1[CH2:28][CH2:29][CH2:30][CH2:31]1>>[CH3:1][O:2][c:3]1[c:4]([CH2:15][CH2:16][CH2:17][OH:18])[cH:5][c:6]([O:13][CH3:14])[c:7]2[cH:8][cH:9][cH:10][cH:11][c:12]12. Reactants: FC=1C=C(C=CC1C(F)(F)F)C1=CN=CC=2C(CCC12)N ((rac)-4-(3-fluoro-4-trifluoromethyl-phenyl)-6,7-dihydro-5H-[2]pyrindin-7-ylamine), FC(C1=CC=C(C=C1)C1=CN=CC=2C(CCC12)=O)(F)F (4-(4-trifluoromethyl-phenyl)-5,6-dihydro-[2]pyrindin-7-one). Yields the product FC(C1=CC=C(C=C1)C1=CN=CC=2C(CCC12)N)(F)F ((rac)-4-(4-Trifluoromethyl-phenyl)-6,7-dihydro-5H-[2]pyrindin-7-ylamine). The yield is 49.0%. Reaction SMILES: F[C:2]1[CH:3]=[C:4]([C:12]2[C:20]3[CH2:19][CH2:18][CH:17]([NH2:21])[C:16]=3[CH:15]=[N:14][CH:13]=2)[CH:5]=[CH:6][C:7]=1[C:8]([F:11])([F:10])[F:9].FC(F)(F)C1C=CC(C2C3CCC(=O)C=3C=NC=2)=CC=1>>[F:11][C:8]([F:9])([F:10])[C:7]1[CH:2]=[CH:3][C:4]([C:12]2[C:20]3[CH2:19][CH2:18][CH:17]([NH2:21])[C:16]=3[CH:15]=[N:14][CH:13]=2)=[CH:5][CH:6]=1. Procedure: In analogy to the procedure described for the preparation of (rac)-4-(3-fluoro-4-trifluoromethyl-phenyl)-6,7-dihydro-5H-[2]pyrindin-7-ylamine (example 89), replacing 4-(3-fluoro-4-trifluoromethyl-phenyl)-5,6-dihydro-[2]pyrindin-7-one with 4-(4-trifluoromethyl-phenyl)-5,6-dihydro-[2]pyrindin-7-one (intermediate A-15). The title compound was obtained as a light brown oil in 49% yield. MS: 279.5 (M+H)+. The reactants are CCCCC1CCN(CCCO)CC1, C1CCOC1, COc1cccc2oc(=O)[nH]c12, c1ccc(P(c2ccccc2)c2ccccc2)cc1. Yields the product CCCCC1CCN(CCCn2c(=O)oc3cccc(OC)c32)CC1. RXN SMILES: [CH2:13]([CH2:14][CH2:15][CH3:16])[CH:17]1[CH2:18][CH2:19][N:20]([CH2:23][CH2:24][CH2:25][OH:26])[CH2:21][CH2:22]1.[CH2:46]1[O:47][CH2:48][CH2:49][CH2:50]1.[CH3:1][O:2][c:3]1[cH:4][cH:5][cH:6][c:7]2[c:8]1[nH:9][c:10](=[O:12])[o:11]2.[c:27]1([P:28]([c:29]2[cH:30][cH:31][cH:32][cH:33][cH:34]2)[c:35]2[cH:36][cH:37][cH:38][cH:39][cH:40]2)[cH:41][cH:42][cH:43][cH:44][cH:45]1>>[CH3:1][O:2][c:3]1[cH:4][cH:5][cH:6][c:7]2[c:8]1[n:9]([CH2:25][CH2:24][CH2:23][N:20]1[CH2:19][CH2:18][CH:17]([CH2:13][CH2:14][CH2:15][CH3:16])[CH2:22][CH2:21]1)[c:10](=[O:12])[o:11]2. Starting materials: ClC=1C=C(CNC=2C3=C(N=C(N2)CCl)SC2=C3CCCC2)C=CC1OC (4-(3-chloro-4-methoxybenzylamino)-2-chloromethyl-5,6,7,8 tetrahydrobenzothieno[2,3-d]pyrimidine), NCCCO (3-aminopropanol), C1(=C(C(=C(C(=C1F)F)F)N)F)N.Cl.Cl (dihydrochloride), CCOCC (ether). The solvent is CN(C)C=O (DMF), Cl (HCl), O (water). Product: ClC=1C=C(CNC=2C3=C(N=C(N2)CNCCCO)SC2=C3CCCC2)C=CC1OC (4-(3-chloro-4-methoxybenzylamino)-2-(3-hydroxypropylaminomethyl)-5,6,7,8-tetrahydrobenzothieno[2,3-d]pyrimidine). As a reaction SMILES: [Cl:1][C:2]1[CH:3]=[C:4]([CH:22]=[CH:23][C:24]=1[O:25][CH3:26])[CH2:5][NH:6][C:7]1[C:8]2[C:17]3[CH2:18][CH2:19][CH2:20][CH2:21][C:16]=3[S:15][C:9]=2[N:10]=[C:11]([CH2:13]Cl)[N:12]=1.[NH2:27][CH2:28][CH2:29][CH2:30][OH:31].CCOCC.C1(N)C(F)=C(F)C(F)=C(N)C=1F.Cl.Cl>CN(C=O)C.O.Cl>[Cl:1][C:2]1[CH:3]=[C:4]([CH:22]=[CH:23][C:24]=1[O:25][CH3:26])[CH2:5][NH:6][C:7]1[C:8]2[C:17]3[CH2:18][CH2:19][CH2:20][CH2:21][C:16]=3[S:15][C:9]=2[N:10]=[C:11]([CH2:13][NH:27][CH2:28][CH2:29][CH2:30][OH:31])[N:12]=1 |f:3.4.5|. Reported procedure: A solution of 2 g of 4-(3-chloro-4-methoxybenzylamino)-2-chloromethyl-5,6,7,8 tetrahydrobenzothieno[2,3-d]pyrimidine in 10 ml of DMF is treated with 5 ml of 3-aminopropanol and heated at 80° for one hour. It is then diluted with water and extracted with ethyl acetate. The crystalline product obtained after customary work-up is dissolved in alcoholic HCl and treated with ether until turbidity. 2.1 g of 4-(3-chloro-4-methoxybenzylamino)-2-(3-hydroxypropylaminomethyl)-5,6,7,8-tetrahydrobenzothieno[... The reactants are [Cl-].[Na+] (sodium chloride), BrC=1C=C2C(=NC1)N(C(=C2I)S(=O)(=O)N2C=CC=1C2=NC=CC1)S(=O)(=O)C1=CC=C(C=C1)C (5-bromo-3-iodo-1-(toluene-4-sulfonyl)-1H-pyrrolo[2,3-b]pyridine (sulfonyl)-1H-pyrrolo[2,3-b]pyridine), N1C=CC2=CC=CC(=C12)B(O)O (1H-indole-7-boronic acid), Cl (hydrochloric acid), C([O-])([O-])=O.[Na+].[Na+] (sodium carbonate). Reagents/catalysts: C1=CC=C(C=C1)[PH+](C2=CC=CC=C2)[C]3[CH][CH][CH][CH]3.C1=CC=C(C=C1)[PH+](C2=CC=CC=C2)[C]3[CH][CH][CH][CH]3.C(Cl)Cl.Cl[Pd]Cl.[Fe] (Dichloro[1,1′-bis(diphenylphoshino)ferrocene]-palladium(II) dichloromethane adduct). Solvent: C(C)#N (acetonitrile), C1CCOC1 (THF). Yields the product BrC=1C=C2C(=NC1)N(C=C2C=2C=CC=C1C=CNC21)S(=O)(=O)C2=CC=C(C=C2)C (5-bromo-3-(1H-indol-7-yl)-1-(toluene-4-sulfonyl)-1H-pyrrolo[2,3-b]pyridine). Isolated yield 81.9%. RXN SMILES: [Br:1][C:2]1[CH:3]=[C:4]2[C:10](I)=[C:9](S(N3C4=NC=CC=C4C=C3)(=O)=O)[N:8]([S:24]([C:27]3[CH:32]=[CH:31][C:30]([CH3:33])=[CH:29][CH:28]=3)(=[O:26])=[O:25])[C:5]2=[N:6][CH:7]=1.[NH:34]1[C:42]2[C:37](=[CH:38][CH:39]=[CH:40][C:41]=2B(O)O)[CH:36]=[CH:35]1.C(=O)([O-])[O-].[Na+].[Na+].[Cl-].[Na+].Cl>C1C=CC([PH+]([C]2[CH][CH][CH][CH]2)C2C=CC=CC=2)=CC=1.C1C=CC([PH+]([C]2[CH][CH][CH][CH]2)C2C=CC=CC=2)=CC=1.C(Cl)Cl.Cl[Pd]Cl.[Fe].C(#N)C.C1COCC1>[Br:1][C:2]1[CH:3]=[C:4]2[C:10]([C:41]3[CH:40]=[CH:39][CH:38]=[C:37]4[C:42]=3[NH:34][CH:35]=[CH:36]4)=[CH:9][N:8]([S:24]([C:27]3[CH:28]=[CH:29][C:30]([CH3:33])=[CH:31][CH:32]=3)(=[O:26])=[O:25])[C:5]2=[N:6][CH:7]=1 |f:2.3.4,5.6,8.9.10.11.12,^1:59,60,61,62,63,77,78,79,80,81|. Reported procedure: To a mixture of 5-bromo-3-iodo-1-(toluene-4-sulfonyl)-1H-pyrrolo[2,3-b]pyridine (sulfonyl)-1H-pyrrolo[2,3-b]pyridine (1 g, 2.1 mmol) and 1H-indole-7-boronic acid (338 mg, 2.1 mmol) in a 20 mL microwave reaction flask was added THF (6.5 mL), acetonitrile (6.5 mL) and sodium carbonate (6.5 mL, 1 N aqueous solution, 6.5 mmol). The mixture was purged with nitrogen for 1 minute. Dichloro[1,1′-bis(diphenylphoshino)ferrocene]-palladium(II) dichloromethane adduct (164 mg, 0.2 mol) was added and the purg...